describe an organic reaction: reactants, conditions, products, and yield From a dataset of the Open Reaction Database (ORD), a public repository of structured organic reaction records. The reactants are [OH-].[Na+] (NaOH), C(#N)C=1C=C(C=CC1OC(C)C)C=1SC(=CN1)C=1C(=C(C=CC1)CCN1CCC(CC1)C(=O)OCC)CC (ethyl 1-{2-[3-(2-{3-cyano-4-[(1-methylethyl)oxy]phenyl}-1,3-thiazol-5-yl)-2-ethylphenyl]ethyl}-4-piperidinecarboxylate). Solvent: O (water), C(C)(C)O (isopropanol), O (water). Reaction conditions: time 8 hour. Product: C(#N)C=1C=C(C=CC1OC(C)C)C=1SC(=CN1)C=1C(=C(C=CC1)CCN1CCC(CC1)C(=O)O)CC (1-{2-[3-(2-{3-cyano-4-[(1-methylethyl)oxy]phenyl}-1,3-thiazol-5-yl)-2-ethylphenyl]ethyl}-4-piperidinecarboxylic acid). The yield is 24.8%. As a reaction SMILES: [C:1]([C:3]1[CH:4]=[C:5]([C:13]2[S:14][C:15]([C:18]3[C:19]([CH2:37][CH3:38])=[C:20]([CH2:24][CH2:25][N:26]4[CH2:31][CH2:30][CH:29]([C:32]([O:34]CC)=[O:33])[CH2:28][CH2:27]4)[CH:21]=[CH:22][CH:23]=3)=[CH:16][N:17]=2)[CH:6]=[CH:7][C:8]=1[O:9][CH:10]([CH3:12])[CH3:11])#[N:2].[OH-].[Na+]>C(O)(C)C.O>[C:1]([C:3]1[CH:4]=[C:5]([C:13]2[S:14][C:15]([C:18]3[C:19]([CH2:37][CH3:38])=[C:20]([CH2:24][CH2:25][N:26]4[CH2:27][CH2:28][CH:29]([C:32]([OH:34])=[O:33])[CH2:30][CH2:31]4)[CH:21]=[CH:22][CH:23]=3)=[CH:16][N:17]=2)[CH:6]=[CH:7][C:8]=1[O:9][CH:10]([CH3:11])[CH3:12])#[N:2] |f:1.2|. Reported procedure: To a solution of ethyl 1-{2-[3-(2-{3-cyano-4-[(1-methylethyl)oxy]phenyl}-1,3-thiazol-5-yl)-2-ethylphenyl]ethyl}-4-piperidinecarboxylate (D86) (204 mg) in isopropanol (40 mL) and water (10 mL) stirred under nitrogen at room temperature was added a solution of NaOH (30.7 mg) in water in one charge. The reaction mixture was stirred at room temperature overnight. Isopropanol was removed in vacuo. The residue was dissolved in water and acidified with 1N HCl to pH=5. The solvent was removed in vacuo, ...